describe an organic reaction: reactants, conditions, products, and yield From a dataset of the Open Reaction Database (ORD), a public repository of structured organic reaction records. Reactants: CC1(OCC2=C(O1)C=CC(=C2)[C@@H]2CN(C(O2)=O)CCCCCCOCCOCC2=CC(=CC=C2)I)C ((5R)-5-(2,2-dimethyl-4H-1,3-benzodioxin-6-yl)-3-{6-[2-{[(3-iodophenyl)methyl]oxy}ethoxy]hexyl}-1,3-oxazolidin-2-one), OC=1C=C(C=CC1)B(O)O (3-hydroxyphenylboronic acid), P(=O)([O-])([O-])[O-].[K+].[K+].[K+] (tripotassium phosphate). The reagents and catalysts are Cl[Pd]([P](C1=CC=CC=C1)(C2=CC=CC=C2)C3=CC=CC=C3)([P](C4=CC=CC=C4)(C5=CC=CC=C5)C6=CC=CC=C6)Cl (dichlorobis(triphenylphosphine)palladium(II)). Solvent: O (water), COCOC (dimethoxymethane). Yields the product CC1(OCC2=C(O1)C=CC(=C2)[C@@H]2CN(C(O2)=O)CCCCCCOCCOCC=2C=C(C=CC2)C2=CC(=CC=C2)O)C ((5R)-5-(2,2-Dimethyl-4H-1,3-benzodioxin-6-yl)-3-{6-[2-{[(3′-hydroxy-1,1′-biphenyl-3-yl)methyl]oxy}ethoxy]hexyl}-1,3-oxazolidin-2-one). Yield: 45.9%. As a reaction SMILES: [CH3:1][C:2]1([CH3:36])[O:7][C:6]2[CH:8]=[CH:9][C:10]([C@H:12]3[O:16][C:15](=[O:17])[N:14]([CH2:18][CH2:19][CH2:20][CH2:21][CH2:22][CH2:23][O:24][CH2:25][CH2:26][O:27][CH2:28][C:29]4[CH:34]=[CH:33][CH:32]=[C:31](I)[CH:30]=4)[CH2:13]3)=[CH:11][C:5]=2[CH2:4][O:3]1.[OH:37][C:38]1[CH:39]=[C:40](B(O)O)[CH:41]=[CH:42][CH:43]=1.P([O-])([O-])([O-])=O.[K+].[K+].[K+]>COCOC.O.Cl[Pd](Cl)([P](C1C=CC=CC=1)(C1C=CC=CC=1)C1C=CC=CC=1)[P](C1C=CC=CC=1)(C1C=CC=CC=1)C1C=CC=CC=1>[CH3:1][C:2]1([CH3:36])[O:7][C:6]2[CH:8]=[CH:9][C:10]([C@H:12]3[O:16][C:15](=[O:17])[N:14]([CH2:18][CH2:19][CH2:20][CH2:21][CH2:22][CH2:23][O:24][CH2:25][CH2:26][O:27][CH2:28][C:29]4[CH:30]=[C:31]([C:42]5[CH:41]=[CH:40][CH:39]=[C:38]([OH:37])[CH:43]=5)[CH:32]=[CH:33][CH:34]=4)[CH2:13]3)=[CH:11][C:5]=2[CH2:4][O:3]1 |f:2.3.4.5,^1:63,82|. Procedure details: A stirred mixture of (5R)-5-(2,2-dimethyl-4H-1,3-benzodioxin-6-yl)-3-{6-[2-{[(3-iodophenyl)methyl]oxy}ethoxy]hexyl}-1,3-oxazolidin-2-one (300 mg), 3-hydroxyphenylboronic acid (102 mg), tripotassium phosphate (417 mg) and dichlorobis(triphenylphosphine)palladium(II) (100 mg) in dimethoxymethane (10 ml) under nitrogen was heated under reflux for 4 h. The mixture was cooled to 20° and diluted with water (50 ml). The mixture was extracted with EtOAc (2×25 ml) and the combined extracts washed with wa... The reactants are CCOC(=O)C1CCc2c([nH]c3ccc([N+](=O)[O-])cc23)C1, CCO, [H][H]. Yields the product CCOC(=O)C1CCc2c([nH]c3ccc(N)cc23)C1. RXN SMILES: [CH2:1]([CH3:2])[O:3][C:4](=[O:5])[CH:6]1[CH2:7][c:8]2[nH:9][c:10]3[cH:11][cH:12][c:13]([N+:19]([O-:20])=[O:21])[cH:14][c:15]3[c:16]2[CH2:17][CH2:18]1.[CH3:24][CH2:25][OH:26].[H:22][H:23]>>[CH2:1]([CH3:2])[O:3][C:4](=[O:5])[CH:6]1[CH2:7][c:8]2[nH:9][c:10]3[cH:11][cH:12][c:13]([NH2:19])[cH:14][c:15]3[c:16]2[CH2:17][CH2:18]1. Reactants: CSc1ccc(N)cc1, O=C(OO)c1cccc(Cl)c1, ClC(Cl)Cl, ClCCl. The product is CS(=O)c1ccc(N)cc1. As a reaction SMILES: [CH3:1][S:2][c:3]1[cH:4][cH:5][c:6]([NH2:7])[cH:8][cH:9]1.[Cl:10][c:11]1[cH:12][cH:13][cH:14][c:15]([C:16]([O:17][OH:19])=[O:18])[cH:20]1.[Cl:21][CH:22]([Cl:23])[Cl:24].[Cl:25][CH2:26][Cl:27]>>[CH3:1][S:2]([c:3]1[cH:4][cH:5][c:6]([NH2:7])[cH:8][cH:9]1)=[O:18]. The reactants are C(C)(=O)N1C(C=C(C2=CC(=CC=C12)NC(=O)OC(C)(C)C)C)(C)C (1-acetyl-6-(tert-butoxycarbonyl)amino-1,2-dihydro-2,2,4-trimethylquinoline), [Al+3].[Cl-].[Cl-].[Cl-] (AlCl3). Solvent: ClC1=CC=CC=C1 (chlorobenzene). Conditions: time 1 hour. The product is C(C)(=O)N1C(CC(C2=CC(=CC=C12)N)(C)C1=CC=C(C=C1)Cl)(C)C (1-Acetyl-6-amino-4-(4-chlorophenyl)-1,2,3,4-tetrahydro-2,2,4-trimethylquinoline). Reaction SMILES: [C:1]([N:4]1[C:13]2[C:8](=[CH:9][C:10]([NH:14]C(OC(C)(C)C)=O)=[CH:11][CH:12]=2)[C:7]([CH3:22])=[CH:6][C:5]1([CH3:24])[CH3:23])(=[O:3])[CH3:2].[Al+3].[Cl-:26].[Cl-].[Cl-]>ClC1C=CC=CC=1>[C:1]([N:4]1[C:13]2[C:8](=[CH:9][C:10]([NH2:14])=[CH:11][CH:12]=2)[C:7]([C:8]2[CH:13]=[CH:12][C:11]([Cl:26])=[CH:10][CH:9]=2)([CH3:22])[CH2:6][C:5]1([CH3:23])[CH3:24])(=[O:3])[CH3:2] |f:1.2.3.4|. Procedure: A mixture of 1-acetyl-6-(tert-butoxycarbonyl)amino-1,2-dihydro-2,2,4-trimethylquinoline (25 mg) and AlCl3 (35 mg) in chlorobenzene (2 ml) was stirred for 1 h. The reaction mixture was quenched with water and in addition a solution of 2 M NaOH and ethyl acetate were added. The organic layer was separated, dried over MgSO4 and concentrated in vacuo.